Dataset: the Open Reaction Database (ORD), a public repository of structured organic reaction records. Task: describe an organic reaction: reactants, conditions, products, and yield Reactants: [H][H] (hydrogen), intermediate 21, C(C1=CC=CC=C1)(=O)C=1C=CC(=C(C(=O)NC)C1)[N+](=O)[O-] (5-benzoyl-N-methyl-2-nitrobenzamide), S1C=CC=C1 (thiophene), COCCO (2-methoxyethanol). Reagents/catalysts: [Pd] (palladium-on-charcoal). Solvent: CO (methanol). The product is NC1=C(C(=O)NC)C=C(C=C1)C(C1=CC=CC=C1)=O (2-amino-5-benzoyl-N-methylbenzamide). Yield: 79.3%. Reaction SMILES: [C:1]([C:9]1[CH:10]=[CH:11][C:12]([N+:19]([O-])=O)=[C:13]([CH:18]=1)[C:14]([NH:16][CH3:17])=[O:15])(=[O:8])[C:2]1[CH:7]=[CH:6][CH:5]=[CH:4][CH:3]=1.S1C=CC=C1.COCCO.[H][H]>CO.[Pd]>[NH2:19][C:12]1[CH:11]=[CH:10][C:9]([C:1](=[O:8])[C:2]2[CH:7]=[CH:6][CH:5]=[CH:4][CH:3]=2)=[CH:18][C:13]=1[C:14]([NH:16][CH3:17])=[O:15]. Procedure details: A mixture of 6.5 parts of intermediate 21, namely 5-benzoyl-N-methyl-2-nitrobenzamide, 2 parts of a solution of thiophene in methanol 4% and 97 parts of 2-methoxyethanol was hydrogenated at normal pressure and at 50° C. with 2 parts of palladium-on-charcoal catalyst 10%. After the calculated amount of hydrogen was taken up, the catalyst was filtered off and the filtrate was evaporated. The residue was recrystallized from 2-propanol, yielding 4.64 parts (79.3%) of 2-amino-5-benzoyl-N-methylbenzam... Reactants: NNC(=O)c1ccccc1, CCO, Nc1nc(Cl)c(Cl)nc1C=O. Yields the product Nc1nc(Cl)c(Cl)nc1C=NNC(=O)c1ccccc1. Reaction SMILES: [C:12]([c:13]1[cH:14][cH:15][cH:16][cH:17][cH:18]1)(=[O:19])[NH:20][NH2:21].[CH3:22][CH2:23][OH:24].[NH2:1][c:2]1[c:3]([CH:10]=[O:11])[n:4][c:5]([Cl:9])[c:6]([Cl:8])[n:7]1>>[NH2:1][c:2]1[c:3]([CH:10]=[N:21][NH:20][C:12]([c:13]2[cH:14][cH:15][cH:16][cH:17][cH:18]2)=[O:19])[n:4][c:5]([Cl:9])[c:6]([Cl:8])[n:7]1. Starting materials: COc1ccc(Nc2nc3ccccc3cc2-c2nc(C)nc3c2ncn3C2CCCCO2)cn1, ClCCl, O=C(O)C(F)(F)F. Product: COc1ccc(Nc2nc3ccccc3cc2-c2nc(C)nc3[nH]cnc23)cn1. RXN SMILES: [CH3:1][O:2][c:3]1[cH:4][cH:5][c:6]([NH:9][c:10]2[n:11][c:12]3[cH:13][cH:14][cH:15][cH:16][c:17]3[cH:18][c:19]2-[c:20]2[c:21]3[n:22][cH:23][n:24]([CH:30]4[CH2:31][CH2:32][CH2:33][CH2:34][O:35]4)[c:25]3[n:26][c:27]([CH3:29])[n:28]2)[cH:7][n:8]1.[Cl:36][CH2:37][Cl:38].[F:39][C:40]([F:41])([F:42])[C:43]([OH:44])=[O:45]>>[CH3:1][O:2][c:3]1[cH:4][cH:5][c:6]([NH:9][c:10]2[n:11][c:12]3[cH:13][cH:14][cH:15][cH:16][c:17]3[cH:18][c:19]2-[c:20]2[c:21]3[n:22][cH:23][nH:24][c:25]3[n:26][c:27]([CH3:29])[n:28]2)[cH:7][n:8]1.